From a dataset of the Open Reaction Database (ORD), a public repository of structured organic reaction records. describe an organic reaction: reactants, conditions, products, and yield Reactants: CC(C)=O, Cl, Fc1nccnc1C1CCC2(CC1)OCCO2. The product is O=C1CCC(c2nccnc2F)CC1. Reaction SMILES: [CH3:19][C:20](=[O:21])[CH3:22].[ClH:18].[F:1][c:2]1[n:3][cH:4][cH:5][n:6][c:7]1[CH:8]1[CH2:9][CH2:10][C:11]2([O:12][CH2:15][CH2:14][O:13]2)[CH2:16][CH2:17]1>>[F:1][c:2]1[n:3][cH:4][cH:5][n:6][c:7]1[CH:8]1[CH2:9][CH2:10][C:11](=[O:12])[CH2:16][CH2:17]1.